Dataset: the Open Reaction Database (ORD), a public repository of structured organic reaction records. Task: describe an organic reaction: reactants, conditions, products, and yield The reactants are CCOC(=O)C(C(=O)OCC)C(=O)C(C)(C)c1cccc(F)c1, O, O=S(=O)(O)O. The product is CCOC(=O)C1=C(O)c2ccc(F)cc2C(C)(C)C1=O. As a reaction SMILES: [F:1][c:2]1[cH:3][c:4]([C:8]([C:9](=[O:10])[CH:11]([C:12](=[O:13])[O:14][CH2:15][CH3:16])[C:17](=[O:18])[O:19][CH2:20][CH3:21])([CH3:22])[CH3:23])[cH:5][cH:6][cH:7]1.[OH2:29].[S:24](=[O:25])(=[O:26])([OH:27])[OH:28]>>[F:1][c:2]1[cH:3][c:4]2[c:5]([cH:6][cH:7]1)[C:17]([OH:18])=[C:11]([C:12](=[O:13])[O:14][CH2:15][CH3:16])[C:9](=[O:10])[C:8]2([CH3:22])[CH3:23]. The reactants are CCO, CCOC(=O)CCNC(=O)c1ccc(NC(c2oc3ccc(Cl)nc3c2C)C2CCCCC2)cc1, [Na+], C1CCOC1, [OH-]. Yields the product Cc1c(C(Nc2ccc(C(=O)NCCC(=O)O)cc2)C2CCCCC2)oc2ccc(Cl)nc12. RXN SMILES: [CH3:43][CH2:44][OH:45].[Cl:1][c:2]1[cH:3][cH:4][c:5]2[c:6]([n:7]1)[c:8]([CH3:35])[c:9]([CH:11]([CH:12]1[CH2:13][CH2:14][CH2:15][CH2:16][CH2:17]1)[NH:18][c:19]1[cH:20][cH:21][c:22]([C:25](=[O:26])[NH:27][CH2:28][CH2:29][C:30](=[O:31])[O:32][CH2:33][CH3:34])[cH:23][cH:24]1)[o:10]2.[Na+:42].[O:36]1[CH2:37][CH2:38][CH2:39][CH2:40]1.[OH-:41]>>[Cl:1][c:2]1[cH:3][cH:4][c:5]2[c:6]([n:7]1)[c:8]([CH3:35])[c:9]([CH:11]([CH:12]1[CH2:13][CH2:14][CH2:15][CH2:16][CH2:17]1)[NH:18][c:19]1[cH:20][cH:21][c:22]([C:25](=[O:26])[NH:27][CH2:28][CH2:29][C:30](=[O:31])[OH:32])[cH:23][cH:24]1)[o:10]2.